describe an organic reaction: reactants, conditions, products, and yield From a dataset of the Open Reaction Database (ORD), a public repository of structured organic reaction records. The reactants are C(C1=CC=C(C(=O)Cl)C=C1)(=O)Cl (terephthaloyl chloride), C(C1=CC=C(C(=O)Cl)C=C1)(=O)Cl (Terephthaloyl chloride), aqueous solution, [OH-].[Na+] (NaOH), NC1=CC=CC=C1 (aniline), NC1=CC=CC=C1 (aniline), C(C1=CC=C(C(=O)Cl)C=C1)(=O)Cl (terephthaloyl chloride), Cl (HCl), NC1=CC=CC=C1 (aniline). Solvent: CC(=O)C (acetone), CC(=O)C (acetone). Run at time 30 minute. Product: C1(=CC=CC=C1)NC(C1=CC=C(C(=O)NC2=CC=CC=C2)C=C1)=O (N,N'-DIPHENYLTEREPHTHALAMIDE). The yield is 84.2%. Reaction SMILES: [NH2:1][C:2]1[CH:7]=[CH:6][CH:5]=[CH:4][CH:3]=1.[C:8](Cl)(=[O:18])[C:9]1[CH:17]=[CH:16][C:12]([C:13](Cl)=[O:14])=[CH:11][CH:10]=1.Cl.[OH-].[Na+]>CC(C)=O>[C:2]1([NH:1][C:8](=[O:18])[C:9]2[CH:17]=[CH:16][C:12]([C:13]([NH:1][C:2]3[CH:7]=[CH:6][CH:5]=[CH:4][CH:3]=3)=[O:14])=[CH:11][CH:10]=2)[CH:7]=[CH:6][CH:5]=[CH:4][CH:3]=1 |f:3.4|. Procedure: N,N'-diphenylterephthalamide (Structure I) is synthesized from aniline and terephthaloyl chloride using acetone as a reaction media and an aqueous solution of NAOH to neutralize the HCl generated. Terephthaloyl chloride (87.2 grams, 0.43 moles) is first added to a stirred, 2-liter reaction flask containing one liter of acetone. After the terephthaloyl chloride has dissolved, aniline (80.0 grams, 0.86 moles) is added dropwise using an addition funnel over a 30 minute period. During the course of ... Reactants: O=C1C=CC(=NN1)C1=CC=C(C=C1)C(N)=S (4-(1,6-dihydro-6-oxo-3-pyridazinyl)benzenecarbothioamide), C(CN)N (ethylenediamine), ice water. Yields the product N1C(=NCC1)C1=CC=C(C=C1)C=1CCC(NN1)=O (6-[4-(4,5-Dihydro-1H-imidazol-2-yl)phenyl]-4,5-dihydro-3(2H)-pyridazinone). As a reaction SMILES: [O:1]=[C:2]1[NH:7][N:6]=[C:5]([C:8]2[CH:13]=[CH:12][C:11]([C:14](=S)[NH2:15])=[CH:10][CH:9]=2)[CH:4]=[CH:3]1.[CH2:17](N)[CH2:18][NH2:19]>>[NH:19]1[CH2:18][CH2:17][N:15]=[C:14]1[C:11]1[CH:12]=[CH:13][C:8]([C:5]2[CH2:4][CH2:3][C:2](=[O:1])[NH:7][N:6]=2)=[CH:9][CH:10]=1. Procedure details: A slurry of 3 g of 4-(1,6-dihydro-6-oxo-3-pyridazinyl)benzenecarbothioamide in 5 ml of ethylenediamine is heated at 100° C. for 30 minutes when a clear solution is obtained. The solution is poured into 50 ml of ice-water and the solid is filtered, washed with a small volume of ice-water, and air-dried to give 2.5 g of the product, 6-[4-(4,5-dihydro-1H-imidazol-2-yl) phenyl]-4,5-dihydro-3(2H)-pyridazinone, mp 296°-297° dec. Starting materials: ClC1=C(C(=CC=C1)F)C1=NN(C(N1)=O)C1=CC=C(C(=O)O)C=C1 (4-[3-(2-chloro-6-fluorophenyl)-5-oxo-4,5-dihydro-1H-1,2,4-triazol-1-yl]benzoic acid), FC(C1=C(C=CC=C1)C1(CC1)N)(F)F (1-[2-(trifluoromethyl)phenyl]cyclopropanamine), C(C)(C)N(CC)C(C)C (di-isopropyl ethyl amine), CN(C)C(=[N+](C)C)ON1C2=C(C=CC=C2)N=N1.[B-](F)(F)(F)F (TBTU). Run in C1CCOC1 (THF). Product: ClC1=C(C(=CC=C1)F)C1=NN(C(N1)=O)C1=CC=C(C(=O)NC2(CC2)C2=C(C=CC=C2)C(F)(F)F)C=C1 (4-(3-(2-Chloro-6-fluorophenyl)-5-oxo-4,5-dihydro-1H-1,2,4-triazol-1-yl)-N-(1-(2-(trifluoromethyl)phenyl)cyclopropyl)benzamide). The yield is 13.3%. Reaction SMILES: [Cl:1][C:2]1[CH:7]=[CH:6][CH:5]=[C:4]([F:8])[C:3]=1[C:9]1[NH:13][C:12](=[O:14])[N:11]([C:15]2[CH:23]=[CH:22][C:18]([C:19]([OH:21])=O)=[CH:17][CH:16]=2)[N:10]=1.C(N(C(C)C)CC)(C)C.CN(C(ON1N=NC2C=CC=CC1=2)=[N+](C)C)C.[B-](F)(F)(F)F.[F:55][C:56]([F:68])([F:67])[C:57]1[CH:62]=[CH:61][CH:60]=[CH:59][C:58]=1[C:63]1([NH2:66])[CH2:65][CH2:64]1>C1COCC1>[Cl:1][C:2]1[CH:7]=[CH:6][CH:5]=[C:4]([F:8])[C:3]=1[C:9]1[NH:13][C:12](=[O:14])[N:11]([C:15]2[CH:23]=[CH:22][C:18]([C:19]([NH:66][C:63]3([C:58]4[CH:59]=[CH:60][CH:61]=[CH:62][C:57]=4[C:56]([F:55])([F:67])[F:68])[CH2:65][CH2:64]3)=[O:21])=[CH:17][CH:16]=2)[N:10]=1 |f:2.3|. Procedure: The title compound was prepared according to the procedure described in Example-17 by using 4-[3-(2-chloro-6-fluorophenyl)-5-oxo-4,5-dihydro-1H-1,2,4-triazol-1-yl]benzoic acid (Intermediate-9, 0.100 g, 0.290 mmol), THF (10 mL), di-isopropyl ethyl amine (10.0 mL), TBTU (0.177 g, 0.540 mmol) and 1-[2-(trifluoromethyl)phenyl]cyclopropanamine (Intermediate-12, 0.035 g, 0.350 mmol) to afford 0.020 g of desired product. 1H NMR (300 MHz, DMSO d6): δ 1.23 (s, 2H), 1.31 (s, 2H), 7.59 (d, J=7.2 Hz, 2H), 7...